describe an organic reaction: reactants, conditions, products, and yield From a dataset of the Open Reaction Database (ORD), a public repository of structured organic reaction records. Reactants: C(#N)C1=CC=C(OC[C@H]2N(C2)C(=O)OC(C)(C)C)C=C1 (tert-Butyl (2S)-2-[(4-cyanophenoxy)methyl]-1-aziridinecarboxylate), C1N(CC2C1CNC2)C(=O)OCC2=CC=CC=C2 (Benzyl hexahydropyrrolo[3,4-c]pyrrole-2(1H)-carboxylate). Solvent: C(C)(C)O (isopropanol). Reaction conditions: temperature 56 celsius, time 24 hour. The product is C(C)(C)(C)OC(=O)N[C@@H](CN1CC2C(C1)CN(C2)C(=O)OCC2=CC=CC=C2)COC2=CC=C(C=C2)C#N (Benzyl 5-[(2S)-2-[(tert-butoxycarbonyl)amino]-3-(4-cyanophenoxy)-propyl]hexahydropyrrolo[3,4-c]pyrrole-2(1H)-carboxylate). The yield is 80.2%. RXN SMILES: [C:1]([C:3]1[CH:20]=[CH:19][C:6]([O:7][CH2:8][C@@H:9]2[CH2:11][N:10]2[C:12]([O:14][C:15]([CH3:18])([CH3:17])[CH3:16])=[O:13])=[CH:5][CH:4]=1)#[N:2].[CH2:21]1[CH:25]2[CH2:26][NH:27][CH2:28][CH:24]2[CH2:23][N:22]1[C:29]([O:31][CH2:32][C:33]1[CH:38]=[CH:37][CH:36]=[CH:35][CH:34]=1)=[O:30]>C(O)(C)C>[C:15]([O:14][C:12]([NH:10][C@H:9]([CH2:8][O:7][C:6]1[CH:5]=[CH:4][C:3]([C:1]#[N:2])=[CH:20][CH:19]=1)[CH2:11][N:27]1[CH2:26][CH:25]2[CH2:21][N:22]([C:29]([O:31][CH2:32][C:33]3[CH:38]=[CH:37][CH:36]=[CH:35][CH:34]=3)=[O:30])[CH2:23][CH:24]2[CH2:28]1)=[O:13])([CH3:16])([CH3:17])[CH3:18]. Procedure details: tert-Butyl (2S)-2-[(4-cyanophenoxy)methyl]aziridine-1-carboxylate (2.5 g, 9.1 mmol; see step (f) above) and benzyl hexahydropyrrolo[3,4-c]pyrrole-2(1H)-carboxylate (2.24 g, 9.1 mmol; see step (h) above) was dissolved in isopropanol (30 mL) and was stirred at 56° C. for 24 h. The solvent was then evaporated. The product was purified by chromatography on silica (ethyl acetate, 0–5% MeOH eluant), giving 3.8 g (80%) of the sub-title compound.